Task: describe an organic reaction: reactants, conditions, products, and yield. Dataset: the Open Reaction Database (ORD), a public repository of structured organic reaction records The reactants are CN1CCCC1=C(C#N)c1ccc([N+](=O)[O-])cc1, CCO, [H][H], [Pt]. The product is CN1CCCC1=C(C#N)c1ccc(N)cc1. Reaction SMILES: [C:1](#[N:2])[C:3]([c:4]1[cH:5][cH:6][c:7]([N+:10]([O-:11])=[O:12])[cH:8][cH:9]1)=[C:13]1[N:14]([CH3:18])[CH2:15][CH2:16][CH2:17]1.[CH3:19][CH2:20][OH:21].[H:23][H:24].[Pt:22]>>[C:1](#[N:2])[C:3]([c:4]1[cH:5][cH:6][c:7]([NH2:10])[cH:8][cH:9]1)=[C:13]1[N:14]([CH3:18])[CH2:15][CH2:16][CH2:17]1. The reactants are FC1=C(C=CC(=C1)F)NC(N(CCCCCCC)CCCCCCC=1N(C(=C(N1)C1=CC=CC=C1)C1=CC=CC=C1)COCC[Si](C)(C)C)=O (N'-(2,4-difluorophenyl)-N-[6-(4,5-diphenyl-1-[(trimethylsilyl)ethoxymethyl]-1H-imidazol-2-yl)hexyl]-N-heptylurea), [F-].C(CCC)[N+](CCCC)(CCCC)CCCC (tetrabutylammonium fluoride), O (water). Run in O1CCCC1 (tetrahydrofuran). Yields the product FC1=C(C=CC(=C1)F)NC(N(CCCCCCC)CCCCCCC=1NC(=C(N1)C1=CC=CC=C1)C1=CC=CC=C1)=O (N'-(2,4-difluorophenyl)-N-[6-(4,5-diphenyl-1H-imidazol-2-yl)hexyl]-N-heptylurea). The yield is 53.2%. As a reaction SMILES: [F:1][C:2]1[CH:7]=[C:6]([F:8])[CH:5]=[CH:4][C:3]=1[NH:9][C:10](=[O:50])[N:11]([CH2:19][CH2:20][CH2:21][CH2:22][CH2:23][CH2:24][C:25]1[N:26](COCC[Si](C)(C)C)[C:27]([C:36]2[CH:41]=[CH:40][CH:39]=[CH:38][CH:37]=2)=[C:28]([C:30]2[CH:35]=[CH:34][CH:33]=[CH:32][CH:31]=2)[N:29]=1)[CH2:12][CH2:13][CH2:14][CH2:15][CH2:16][CH2:17][CH3:18].[F-].C([N+](CCCC)(CCCC)CCCC)CCC.O>O1CCCC1>[F:1][C:2]1[CH:7]=[C:6]([F:8])[CH:5]=[CH:4][C:3]=1[NH:9][C:10](=[O:50])[N:11]([CH2:19][CH2:20][CH2:21][CH2:22][CH2:23][CH2:24][C:25]1[NH:29][C:28]([C:30]2[CH:35]=[CH:34][CH:33]=[CH:32][CH:31]=2)=[C:27]([C:36]2[CH:37]=[CH:38][CH:39]=[CH:40][CH:41]=2)[N:26]=1)[CH2:12][CH2:13][CH2:14][CH2:15][CH2:16][CH2:17][CH3:18] |f:1.2|. Procedure: Part D. To a solution of N'-(2,4-difluorophenyl)-N-[6-(4,5-diphenyl-1-[(trimethylsilyl)ethoxymethyl]-1H-imidazol-2-yl)hexyl]-N-heptylurea (0.60 g, 0.000853 mol) in dry tetrahydrofuran (10 mL) under a nitrogen atmosphere, tetrabutylammonium fluoride (1M in tetrahydrofuran, 3.41 mL) was added and the reaction mixture was heated to reflux 7 hours. The reaction mixture was cooled, poured into water (50 mL) and extracted with ethyl acetate (2×50 mL). The combined organic layer was washed with water, ... Run in C1CCOC1 (THF), O (H2O). Reactants: CC1=CC=C(C=C1)S(=O)(=O)OC[C@H]1COC=2C(=C3C=CC(=NC3=CC2)C)O1 ([(2R)-8-methyl-2,3-dihydro[1,4]dioxino[2,3-f]quinolin-2-yl]methyl 4-methylbenzenesulfonate), N1CCC(=CC1)C1=CNC2=CC=CC=C12 (3-(1,2,3,6-tetrahydropyridin-4-yl)-1H-indole), C(=O)([O-])[O-].[K+].[K+] (K2CO3), CN(C)C=O (DMF). Product: N1C=C(C2=CC=CC=C12)C=1CCN(CC1)C[C@H]1COC=2C(=C3C=CC(=NC3=CC2)C)O1 ((2S)-2-[4-(1H-Indol-3-yl)-3,6-Dihydro-2H-Pyridin-1-ylmethyl]-8-Methyl-2,3-Dihydro-1,4-Dioxino[2,3-f]Quinoline). Isolated yield 72.1%. Procedure details: A solution of [(2R)-8-methyl-2,3-dihydro[1,4]dioxino[2,3-f]quinolin-2-yl]methyl 4-methylbenzenesulfonate (0.192 g, 0.499 mmol), 3-(1,2,3,6-tetrahydropyridin-4-yl)-1H-indole (0.119 g, 0.601 mmol) and K2CO3 (0.104 g, 0.753 mmol) in (1:1) THF:DMF (1.4 mL) was heated to 80–83° C. for 10 h. After this time, H2O (3 mL) was added and the suspension was filtered. The filtered solid was washed with CH3OH (2×3 mL), Et2O (2×5 mL) and air-dried to give 0.148 g (72%) of the title compound as a tan solid. As a reaction SMILES: CC1C=CC(S(O[CH2:12][C@@H:13]2[O:27][C:17]3=[C:18]4[C:23](=[CH:24][CH:25]=[C:16]3[O:15][CH2:14]2)[N:22]=[C:21]([CH3:26])[CH:20]=[CH:19]4)(=O)=O)=CC=1.[NH:28]1[CH2:33][CH:32]=[C:31]([C:34]2[C:42]3[C:37](=[CH:38][CH:39]=[CH:40][CH:41]=3)[NH:36][CH:35]=2)[CH2:30][CH2:29]1.C([O-])([O-])=O.[K+].[K+].CN(C=O)C>C1COCC1.O>[NH:36]1[C:37]2[C:42](=[CH:41][CH:40]=[CH:39][CH:38]=2)[C:34]([C:31]2[CH2:32][CH2:33][N:28]([CH2:12][C@@H:13]3[O:27][C:17]4=[C:18]5[C:23](=[CH:24][CH:25]=[C:16]4[O:15][CH2:14]3)[N:22]=[C:21]([CH3:26])[CH:20]=[CH:19]5)[CH2:29][CH:30]=2)=[CH:35]1 |f:2.3.4|. Starting materials: Brc1ccc2c(c1)OCC2, C1CCOC1, [Li]CCCC, CN(C)C=O. The product is O=Cc1ccc2c(c1)OCC2. Reaction SMILES: [Br:1][c:2]1[cH:3][c:4]2[c:5]([cH:9][cH:10]1)[CH2:6][CH2:7][O:8]2.[CH2:21]1[O:22][CH2:23][CH2:24][CH2:25]1.[CH3:11][CH2:12][CH2:13][CH2:14][Li:15].[O:16]=[CH:17][N:18]([CH3:19])[CH3:20]>>[c:2]1([CH:17]=[O:16])[cH:3][c:4]2[c:5]([cH:9][cH:10]1)[CH2:6][CH2:7][O:8]2. The reactants are CCOC(C)=O, CC(O)(C(=O)Nc1cccc([N+](=O)[O-])c1Cl)C(F)(F)F. Yields the product CC(O)(C(=O)Nc1cccc(N)c1Cl)C(F)(F)F. As a reaction SMILES: [CH3:21][CH2:22][O:23][C:24]([CH3:25])=[O:26].[N+:1]([O-:2])(=[O:3])[c:4]1[c:5]([Cl:20])[c:6]([NH:10][C:11]([C:12]([C:13]([F:14])([F:15])[F:16])([CH3:17])[OH:18])=[O:19])[cH:7][cH:8][cH:9]1>>[NH2:1][c:4]1[c:5]([Cl:20])[c:6]([NH:10][C:11]([C:12]([C:13]([F:14])([F:15])[F:16])([CH3:17])[OH:18])=[O:19])[cH:7][cH:8][cH:9]1. Starting materials: FC(C1=C(C(=O)Cl)C=CC(=C1)C(F)(F)F)(F)F (2,4-bis-trifluoromethylbenzoyl chloride), C1(CC1)CCNC(=O)C=1N=NC(=CC1)N1CCNCC1 (6-piperazin-1-yl-pyridazine-3-carboxylic acid (2-cyclopropylethyl)amide). Product: C1(CC1)CCNC(=O)C=1N=NC(=CC1)N1CCN(CC1)C(C1=C(C=C(C=C1)C(F)(F)F)C(F)(F)F)=O (6-[4-(2,4-BIS-TRIFLUOROMETHYLBENZOYL)PIPERAZIN-1-YL]PYRIDAZINE-3-CARBOXYLIC ACID (2-CYCLOPROPYLETHYL)AMIDE), powder. Yield: 29.0%. As a reaction SMILES: [F:1][C:2]([F:17])([F:16])[C:3]1[CH:11]=[C:10]([C:12]([F:15])([F:14])[F:13])[CH:9]=[CH:8][C:4]=1[C:5](Cl)=[O:6].[CH:18]1([CH2:21][CH2:22][NH:23][C:24]([C:26]2[N:27]=[N:28][C:29]([N:32]3[CH2:37][CH2:36][NH:35][CH2:34][CH2:33]3)=[CH:30][CH:31]=2)=[O:25])[CH2:20][CH2:19]1>>[CH:18]1([CH2:21][CH2:22][NH:23][C:24]([C:26]2[N:27]=[N:28][C:29]([N:32]3[CH2:37][CH2:36][N:35]([C:5](=[O:6])[C:4]4[CH:8]=[CH:9][C:10]([C:12]([F:15])([F:14])[F:13])=[CH:11][C:3]=4[C:2]([F:17])([F:16])[F:1])[CH2:34][CH2:33]3)=[CH:30][CH:31]=2)=[O:25])[CH2:20][CH2:19]1. Reported procedure: Following the procedure of Example 3, making variations only as required to use 2,4-bis-trifluoromethylbenzoyl chloride in place of isoxazole-5-carbonyl chloride to react with 6-piperazin-1-yl-pyridazine-3-carboxylic acid (2-cyclopropylethyl)amide, the title compound was obtained as a white powder (29% yield). 1H NMR (400 MHz, CDCl3) δ 8.08, 8.02-7.98, 7.91, 7.54, 7.03, 3.97-3.86, 3.85-3.72, 3.57, 3.36, 1.52, 0.77-0.74, 0.49-0.46, 0.12-0.09. Reported procedure: A mixture of mL (E)-methyl 3-(6-(4-methylthiazol-2-ylamino)-5-phenoxypyridin-3-yl)acrylate (500 mg, 1.36 mmol), 4-methylbenzenesulfonohydrazide (1.27 g, 6.8 mmol), and toluene (15 mL) was heated at reflux for 12 hours, cooled to room temperature and concentrated. The residue was purified by silica gel (20 to 30% EtOAc in hexanes) to afford the title compound. Reaction SMILES: [CH3:1][C:2]1[N:3]=[C:4]([NH:7][C:8]2[N:13]=[CH:12][C:11](/[CH:14]=[CH:15]/[C:16]([O:18][CH3:19])=[O:17])=[CH:10][C:9]=2[O:20][C:21]2[CH:26]=[CH:25][CH:24]=[CH:23][CH:22]=2)[S:5][CH:6]=1.CC1C=CC(S(NN)(=O)=O)=CC=1>C1(C)C=CC=CC=1>[CH3:1][C:2]1[N:3]=[C:4]([NH:7][C:8]2[N:13]=[CH:12][C:11]([CH2:14][CH2:15][C:16]([O:18][CH3:19])=[O:17])=[CH:10][C:9]=2[O:20][C:21]2[CH:22]=[CH:23][CH:24]=[CH:25][CH:26]=2)[S:5][CH:6]=1. Run in C1(=CC=CC=C1)C (toluene). Yields the product CC=1N=C(SC1)NC1=C(C=C(C=N1)CCC(=O)OC)OC1=CC=CC=C1 (methyl 3-(6-(4-methylthiazol-2-ylamino)-5-phenoxypyridin-3-yl)propanoate). The reactants are CC=1N=C(SC1)NC1=C(C=C(C=N1)/C=C/C(=O)OC)OC1=CC=CC=C1 ((E)-methyl 3-(6-(4-methylthiazol-2-ylamino)-5-phenoxypyridin-3-yl)acrylate), CC1=CC=C(C=C1)S(=O)(=O)NN (4-methylbenzenesulfonohydrazide).